From a dataset of the Open Reaction Database (ORD), a public repository of structured organic reaction records. describe an organic reaction: reactants, conditions, products, and yield The reactants are BrC1=CC=C(C=C1)[C@H](C)N1C(C[C@](CC1)(C1=CC=CC=C1)CC(=C)C)=O ((S)-1-((S)-1-(4-bromophenyl)ethyl)-4-(2-methylallyl)-4-phenylpiperidin-2-one), CCO (EtOH), S(=O)(=O)(C1=CC=C(C)C=C1)C#N (TsCN), C1(=CC=CC=C1)[SiH3] (PhSiH3). Reaction conditions: time 4 hour. Yields the product BrC1=CC=C(C=C1)[C@H](C)N1C(C[C@](CC1)(C1=CC=CC=C1)CC(C#N)(C)C)=O (3-((S)-1-((S)-1-(4-bromophenyl)ethyl)-2-oxo-4-phenyl piperidin-4-yl)-2,2-di methylpropanenitrile). Isolated yield 50.0%. As a reaction SMILES: [Br:1][C:2]1[CH:7]=[CH:6][C:5]([C@@H:8]([N:10]2CC[C@:13]([CH2:22][C:23]([CH3:25])=[CH2:24])([C:16]3[CH:21]=[CH:20][CH:19]=[CH:18][CH:17]=3)[CH2:12][C:11]2=O)[CH3:9])=[CH:4][CH:3]=1.S([C:37]#[N:38])(C1C=CC(C)=CC=1)(=O)=O.C1([SiH3])C=CC=CC=1.[CH3:46][CH2:47][OH:48]>>[Br:1][C:2]1[CH:7]=[CH:6][C:5]([C@@H:8]([N:10]2[CH2:11][CH2:12][C@:13]([CH2:22][C:23]([CH3:25])([CH3:24])[C:37]#[N:38])([C:16]3[CH:21]=[CH:20][CH:19]=[CH:18][CH:17]=3)[CH2:46][C:47]2=[O:48])[CH3:9])=[CH:4][CH:3]=1. Procedure: A solution of (S)-1-((S)-1-(4-bromophenyl)ethyl)-4-(2-methylallyl)-4-phenylpiperidin-2-one (30 mg, 0.07 mmol), the cobalt(II) complex whose preparation is described below (0.46 mg, 0.0007 mmol), TsCN (19.8 mg, 0.11 mmol) and PhSiH3(8.4 mg, 0.08 mmol) in anhydrous EtOH (5 mL) was stirred at rt for 4 h. After the solvent was removed under reduced pressure, the residue was purified by preparative TLC to give 3-((S)-1-((S)-1-(4-bromophenyl)ethyl)-2-oxo-4-phenyl piperidin-4-yl)-2,2-di methylpropaneni... Reactants: ClC1=C(C(=C(C=C1)[C@@H](CC)NC(OC(C)(C)C)=O)F)C(=O)C=1C=NC(=CC1)OC (Tert-butyl N-[(1R)-1-{4-chloro-2-fluoro-3-[(6-methoxypyridin-3-yl)carbonyl]phenyl}-propyl]carbamate). Solvent: Cl (HCl), O (water). The product is N[C@H](CC)C=1C(=C(C(=CC1)Cl)C(=O)C=1C=CC(NC1)=O)F (5-({3-[(1R)-1-aminopropyl]-6-chloro-2-fluorophenyl}carbonyl)-1,2-dihydropyridin-2-one). Isolated yield 86.7%. Reaction SMILES: [Cl:1][C:2]1[CH:7]=[CH:6][C:5]([C@H:8]([NH:11]C(=O)OC(C)(C)C)[CH2:9][CH3:10])=[C:4]([F:19])[C:3]=1[C:20]([C:22]1[CH:23]=[N:24][C:25]([O:28]C)=[CH:26][CH:27]=1)=[O:21]>Cl.O>[NH2:11][C@@H:8]([C:5]1[C:4]([F:19])=[C:3]([C:20]([C:22]2[CH:27]=[CH:26][C:25](=[O:28])[NH:24][CH:23]=2)=[O:21])[C:2]([Cl:1])=[CH:7][CH:6]=1)[CH2:9][CH3:10]. Procedure details: Step 2 Tert-butyl N-[(1R)-1-{4-chloro-2-fluoro-3-[(6-methoxypyridin-3-yl)carbonyl]phenyl}-propyl]carbamate (90.0 mg, 0.21 mmol) was dissolved in 6M HCl in water (5.0 mL) and the reaction was heated at reflux for 8 h. Complete conversion. Mixture was quenched with NaOH (5M) until pH˜5, then extracted with 4:1 CHCl3:IPA (3×20 mL). Combined organic extracts were dried (Na2SO4), filtered and concentrated in vacuo to give 5-({3-[(1R)-1-aminopropyl]-6-chloro-2-fluorophenyl}carbonyl)-1,2-dihydropyridin... The reactants are O=C([O-])[O-], COC(=O)c1cc(OCCCOc2ccc(OCc3ccccc3)cc2)cc(OCCCOc2ccc(OCc3ccccc3)cc2)c1, COC(=O)c1cc(O)cc(O)c1, CC(C)=O, [K+], [K+], CN(C)C=O. The product is COC(=O)c1cc(O)cc(OCCCOc2ccc(OCc3ccccc3)cc2)c1. Reaction SMILES: [C:13](=[O:14])([O-:15])[O-:16].[CH3:19][O:20][C:21]([c:22]1[cH:23][c:24]([O:47][CH2:48][CH2:49][CH2:50][O:51][c:52]2[cH:53][cH:54][c:55]([O:56][CH2:57][c:58]3[cH:59][cH:60][cH:61][cH:62][cH:63]3)[cH:64][cH:65]2)[cH:25][c:26]([O:28][CH2:29][CH2:30][CH2:31][O:32][c:33]2[cH:34][cH:35][c:36]([O:39][CH2:40][c:41]3[cH:42][cH:43][cH:44][cH:45][cH:46]3)[cH:37][cH:38]2)[cH:27]1)=[O:66].[CH3:1][O:2][C:3](=[O:4])[c:5]1[cH:6][c:7]([OH:8])[cH:9][c:10]([OH:11])[cH:12]1.[CH3:67][C:68](=[O:69])[CH3:70].[K+:17].[K+:18].[O:71]=[CH:72][N:73]([CH3:74])[CH3:75]>>[CH3:19][O:20][C:21]([c:22]1[cH:23][c:24]([OH:47])[cH:25][c:26]([O:28][CH2:29][CH2:30][CH2:31][O:32][c:33]2[cH:34][cH:35][c:36]([O:39][CH2:40][c:41]3[cH:42][cH:43][cH:44][cH:45][cH:46]3)[cH:37][cH:38]2)[cH:27]1)=[O:66]. Reactants: CCOC(=O)CBr, O=C1Nc2ccccc2CCCC1N1C(=O)c2ccccc2C1=O, CC(C)(C)[O-], CN(C)C=O, [K+], O. The product is CCOC(=O)CN1C(=O)C(N2C(=O)c3ccccc3C2=O)CCCc2ccccc21. Reaction SMILES: [Br:31][CH2:32][C:33](=[O:34])[O:35][CH2:36][CH3:37].[C:1]1(=[O:24])[c:2]2[c:3]([cH:20][cH:21][cH:22][cH:23]2)[C:4](=[O:19])[N:5]1[CH:6]1[C:7](=[O:18])[NH:8][c:9]2[c:10]([cH:14][cH:15][cH:16][cH:17]2)[CH2:11][CH2:12][CH2:13]1.[CH3:25][C:26]([CH3:27])([O-:28])[CH3:29].[CH3:39][N:40]([CH3:41])[CH:42]=[O:43].[K+:30].[OH2:38]>>[C:1]1(=[O:24])[c:2]2[c:3]([cH:20][cH:21][cH:22][cH:23]2)[C:4](=[O:19])[N:5]1[CH:6]1[C:7](=[O:18])[N:8]([CH2:32][C:33](=[O:34])[O:35][CH2:36][CH3:37])[c:9]2[c:10]([cH:14][cH:15][cH:16][cH:17]2)[CH2:11][CH2:12][CH2:13]1. Reactants: C[C@@H]1NCCNC1 ((S)-2-methylpiperazine), ClS(=O)(=O)C1=C2C(=CN=CC2=CC=C1)C (5-chlorosulfonyl-4-methylisoquinoline). The product is Cl.C[C@H]1CN(CCN1)S(=O)(=O)C1=C2C(=CN=CC2=CC=C1)C ((S)-3-Methyl-1-[(4-methyl-5-isoquinolinyl)sulfonyl]piperazine hydrochloride). Isolated yield 95.2%. RXN SMILES: [CH3:1][C@H:2]1[CH2:7][NH:6][CH2:5][CH2:4][NH:3]1.[Cl:8][S:9]([C:12]1[CH:21]=[CH:20][CH:19]=[C:18]2[C:13]=1[C:14]([CH3:22])=[CH:15][N:16]=[CH:17]2)(=[O:11])=[O:10]>>[ClH:8].[CH3:1][C@@H:2]1[NH:3][CH2:4][CH2:5][N:6]([S:9]([C:12]2[CH:21]=[CH:20][CH:19]=[C:18]3[C:13]=2[C:14]([CH3:22])=[CH:15][N:16]=[CH:17]3)(=[O:10])=[O:11])[CH2:7]1 |f:2.3|. Reported procedure: Using 0.60 g of (S)-2-methylpiperazine and 0.49 g of 5-chlorosulfonyl-4-methylisoquinoline, the procedure of Example 1 was otherwise repeated to provide 0.66 g of the objective compound (white crystals). Reactants: B(Br)(Br)Br (boron tribromide), COC1=CC=C(C=C1)C1=CC=C(C=C1)C1=CC=C(C=C1)C1=CC=CC=C1 (4-Metoxy-p-quaterphenyl). Run in C(Cl)Cl (methylene chloride), C(Cl)Cl (methylene chloride). Yields the product OC1=CC=C(C=C1)C1=CC=C(C=C1)C1=CC=C(C=C1)C1=CC=CC=C1 (4-hydroxy-p-quaterphenyl). The yield is 89.0%. Reaction SMILES: C[O:2][C:3]1[CH:8]=[CH:7][C:6]([C:9]2[CH:14]=[CH:13][C:12]([C:15]3[CH:20]=[CH:19][C:18]([C:21]4[CH:26]=[CH:25][CH:24]=[CH:23][CH:22]=4)=[CH:17][CH:16]=3)=[CH:11][CH:10]=2)=[CH:5][CH:4]=1.B(Br)(Br)Br>C(Cl)Cl>[OH:2][C:3]1[CH:4]=[CH:5][C:6]([C:9]2[CH:14]=[CH:13][C:12]([C:15]3[CH:20]=[CH:19][C:18]([C:21]4[CH:26]=[CH:25][CH:24]=[CH:23][CH:22]=4)=[CH:17][CH:16]=3)=[CH:11][CH:10]=2)=[CH:7][CH:8]=1. Reported procedure: First, 25.2 g (75 mmol) of MQ obtained in section (L) mentioned above was suspended to 500 ml of methylene chloride in an 1-liter three-necked flask. To this suspension, 50 ml of a methylene chloride solution containing 19.0 g (75 mmol) of boron tribromide was added dropwise over a period of about 30 minutes with stirring under a nitrogen atmosphere. Then, the reaction mixture was refluxed for 10 hours with stirring under the nitrogen atmosphere. After the reaction was completed, the flask was c... Starting materials: ClCCl, CCOC(C)=O, O=S(=O)(Cl)c1ccc(Cl)cc1, COC(=O)c1ccc(C#Cc2cc(Cl)ccc2N)cc1, c1ccncc1. Yields the product COC(=O)c1ccc(C#Cc2cc(Cl)ccc2NS(=O)(=O)c2ccc(Cl)cc2)cc1. As a reaction SMILES: [CH2:32]([Cl:33])[Cl:34].[CH3:41][CH2:42][O:43][C:44](=[O:45])[CH3:46].[Cl:21][c:22]1[cH:23][cH:24][c:25]([S:28](=[O:29])(=[O:30])[Cl:31])[cH:26][cH:27]1.[NH2:1][c:2]1[c:3]([C:9]#[C:10][c:11]2[cH:12][cH:13][c:14]([C:15](=[O:16])[O:17][CH3:18])[cH:19][cH:20]2)[cH:4][c:5]([Cl:8])[cH:6][cH:7]1.[cH:35]1[cH:36][cH:37][n:38][cH:39][cH:40]1>>[NH:1]([c:2]1[c:3]([C:9]#[C:10][c:11]2[cH:12][cH:13][c:14]([C:15](=[O:16])[O:17][CH3:18])[cH:19][cH:20]2)[cH:4][c:5]([Cl:8])[cH:6][cH:7]1)[S:28]([c:25]1[cH:24][cH:23][c:22]([Cl:21])[cH:27][cH:26]1)(=[O:29])=[O:30].